This data is from the Open Reaction Database (ORD), a public repository of structured organic reaction records. The task is: describe an organic reaction: reactants, conditions, products, and yield Reactants: FC(S(=O)(=O)OC1=NC(=C(C=C1)F)NCC1(CCOCC1)C)(F)F (5-fluoro-6-((4-methyltetrahydro-2H-pyran-4-yl)methyl)aminopyridin-2-yl trifluoromethanesulfonate), ClC=1C(=CC(=NC1)F)B(O)O (5-chloro-2-fluoropyridin-4-ylboronic acid), C(=O)([O-])[O-].[Na+].[Na+] (Na2CO3). The reagents and catalysts are C1=CC=C(C=C1)P([C-]2C=CC=C2)C3=CC=CC=C3.C1=CC=C(C=C1)P([C-]2C=CC=C2)C3=CC=CC=C3.Cl[Pd]Cl.[Fe+2].C(Cl)Cl (PdCl2(dppf) CH2Cl2). Solvent: COCCOC (DME), CCOC(=O)C (EtOAc), C(=O)(O)[O-].[Na+] (NaHCO3). Run at temperature 102 celsius, time 17 minute. The product is ClC=1C(=CC(=NC1)F)C1=NC(=C(C=C1)F)NCC1(CCOCC1)C (5′-chloro-2′,5-difluoro-N-((4-methyltetrahydro-2H-pyran-4-yl)methyl)-2,4′-bipyridin-6-amine). Reaction SMILES: FC(F)(F)S(O[C:7]1[CH:12]=[CH:11][C:10]([F:13])=[C:9]([NH:14][CH2:15][C:16]2([CH3:22])[CH2:21][CH2:20][O:19][CH2:18][CH2:17]2)[N:8]=1)(=O)=O.[Cl:25][C:26]1[C:27](B(O)O)=[CH:28][C:29]([F:32])=[N:30][CH:31]=1.C([O-])([O-])=O.[Na+].[Na+]>COCCOC.CCOC(C)=O.C([O-])(O)=O.[Na+].C1C=CC(P(C2C=CC=CC=2)[C-]2C=CC=C2)=CC=1.C1C=CC(P(C2C=CC=CC=2)[C-]2C=CC=C2)=CC=1.Cl[Pd]Cl.[Fe+2].C(Cl)Cl>[Cl:25][C:26]1[C:27]([C:7]2[CH:12]=[CH:11][C:10]([F:13])=[C:9]([NH:14][CH2:15][C:16]3([CH3:22])[CH2:17][CH2:18][O:19][CH2:20][CH2:21]3)[N:8]=2)=[CH:28][C:29]([F:32])=[N:30][CH:31]=1 |f:2.3.4,7.8,9.10.11.12.13|. Reported procedure: A mixture of 5-fluoro-6-((4-methyltetrahydro-2H-pyran-4-yl)methyl)aminopyridin-2-yl trifluoromethanesulfonate (600 mg, 1.611 mmol), 5-chloro-2-fluoropyridin-4-ylboronic acid (565 mg, 3.22 mmol), PdCl2(dppf)-CH2Cl2 adduct (132 mg, 0.161 mmol) in DME (8 mL) and 2M aqueous Na2CO3 (3 mL, 6.00 mmol) in a sealed tube was heated at 102° C. for 10 hr. The mixture was cooled to ambient temperature and was diluted with EtOAc (˜100 mL) and saturated aqueous NaHCO3 solution. The separated organic layer was ...